From a dataset of the Open Reaction Database (ORD), a public repository of structured organic reaction records. describe an organic reaction: reactants, conditions, products, and yield Reactants: O=[Ag], CC(C)(C)OC(=O)N1C(C#CC(O)c2ccc(Cl)cc2)COC1(C)C, CI. Product: COC(C#CC1COC(C)(C)N1C(=O)OC(C)(C)C)c1ccc(Cl)cc1. Reaction SMILES: [Ag:28]=[O:29].[C:1]([CH3:2])([CH3:3])([CH3:4])[O:5][C:6](=[O:7])[N:8]1[C:9]([CH3:24])([CH3:25])[O:10][CH2:11][CH:12]1[C:13]#[C:14][CH:15]([OH:16])[c:17]1[cH:18][cH:19][c:20]([Cl:23])[cH:21][cH:22]1.[I:26][CH3:27]>>[C:1]([CH3:2])([CH3:3])([CH3:4])[O:5][C:6](=[O:7])[N:8]1[C:9]([CH3:24])([CH3:25])[O:10][CH2:11][CH:12]1[C:13]#[C:14][CH:15]([O:16][CH3:27])[c:17]1[cH:18][cH:19][c:20]([Cl:23])[cH:21][cH:22]1. Starting materials: C(C)(C)(C)OC(=O)N1[C@H]([C@H](CCC1)N(C(=O)OC(C)(C)C)CC1=CC(=CC=2C=COC21)Br)C2=CC=CC=C2 (cis-3-[(5-bromobenzofuran-7-ylmethyl)tert-butoxycarbonyl-amino]-2-phenyl-piperidine-1-carboxylic acid tert-butyl ester), O1C=C(C=C1)B(O)O (3-furanboronic acid). Reaction SMILES: [C:1]([O:5][C:6]([N:8]1[CH2:13][CH2:12][CH2:11][C@H:10]([N:14]([CH2:22][C:23]2[C:31]3[O:30][CH:29]=[CH:28][C:27]=3[CH:26]=[C:25](Br)[CH:24]=2)[C:15]([O:17][C:18]([CH3:21])([CH3:20])[CH3:19])=[O:16])[C@@H:9]1[C:33]1[CH:38]=[CH:37][CH:36]=[CH:35][CH:34]=1)=[O:7])([CH3:4])([CH3:3])[CH3:2].[O:39]1[CH:43]=[CH:42][C:41](B(O)O)=[CH:40]1>>[C:1]([O:5][C:6]([N:8]1[CH2:13][CH2:12][CH2:11][C@H:10]([N:14]([CH2:22][C:23]2[C:31]3[O:30][CH:29]=[CH:28][C:27]=3[CH:26]=[C:25]([C:41]3[CH:42]=[CH:43][O:39][CH:40]=3)[CH:24]=2)[C:15]([O:17][C:18]([CH3:21])([CH3:20])[CH3:19])=[O:16])[C@@H:9]1[C:33]1[CH:38]=[CH:37][CH:36]=[CH:35][CH:34]=1)=[O:7])([CH3:4])([CH3:3])[CH3:2]. Yields the product C(C)(C)(C)OC(=O)N1[C@H]([C@H](CCC1)N(C(=O)OC(C)(C)C)CC1=CC(=CC=2C=COC21)C2=COC=C2)C2=CC=CC=C2 (cis-3-[(5-Furan-3-yl-benzofuran-7-ylmethyl)tert-butoxycarbonyl-amino]-2-phenyl-piperidine-1-carboxylic acid tert-butyl ester). Procedure details: From cis-3-[(5-bromobenzofuran-7-ylmethyl)tert-butoxycarbonyl-amino]-2-phenyl-piperidine-1-carboxylic acid tert-butyl ester (473 mg) and 3-furanboronic acid (102 mg). Reactants: C(CCC)C(C#N)(CN1N=CN=C1)C1=C(C=C(C=C1)Cl)Cl (alpha-n-butyl-alpha-(2,4-dichlorophenyl)-1H-1,2,4-triazole-1-propanenitrile), Cl (hydrochloric acid), Br (hydrobromic acid), [OH-].[NH4+] (ammonium hydroxide). Run in C(C)(=O)OCC (ethyl acetate). Product: ClC1=C(C=CC(=C1)Cl)C(C(=O)N)(CCCC)CN1N=CN=C1 (2-(2,4-dichlorophenyl)-2-[(1,2,4-triazol-1-yl)methyl]hexanoamide). Isolated yield 56.3%. As a reaction SMILES: [CH2:1]([C:5]([C:14]1[CH:19]=[CH:18][C:17]([Cl:20])=[CH:16][C:15]=1[Cl:21])([CH2:8][N:9]1[CH:13]=[N:12][CH:11]=[N:10]1)[C:6]#[N:7])[CH2:2][CH2:3][CH3:4].Br.[OH-:23].[NH4+].Cl>C(OCC)(=O)C>[Cl:21][C:15]1[CH:16]=[C:17]([Cl:20])[CH:18]=[CH:19][C:14]=1[C:5]([CH2:8][N:9]1[CH:13]=[N:12][CH:11]=[N:10]1)([CH2:1][CH2:2][CH2:3][CH3:4])[C:6]([NH2:7])=[O:23] |f:2.3|. Procedure details: To a 250 mL flask was charged 38.16 g (0.119 mole) of alpha-n-butyl-alpha-(2,4-dichlorophenyl)-1H-1,2,4-triazole-1-propanenitrile followed by 100 mL (0.63 moles) of 48% hydrobromic acid. The mixture was stirred at reflux for 48 hours after which GLC indicated disappearance of the starting material. The reaction was cooled to room temperature and neutralized with concentrated ammonium hydroxide (100 mL) to pH 8 and then to neutral pH with concentrated hydrochloric acid. A gummy oil formed which w... Solvent: C1(=CC=CC=C1)C (toluene). Starting materials: O (water), CC(C)CCC[C@@H](C)[C@H]1CC[C@H]2[C@@H]3CC=C4C[C@@H](O)CC[C@]4(C)[C@H]3CC[C@]12C (cholesterol), C([C@@H](O)C)(=O)O (L-(+)-lactic acid), C1(=CC=C(C=C1)S(=O)(=O)O)C (p-toluene-sulphonic acid). Reported procedure: A solution of 3.86 g of cholesterol and 0.85 ml of L-(+)-lactic acid (90% in water) in 80 ml of toluene is boiled for 1 hour. The water is separated, the cooled reaction mixture is treated with 0.3 g of p-toluene-sulphonic acid and boiled for a further 4 hours. The reaction mixture is treated with 30 ml of water and extracted with ether. The organic phase is dried over sodium sulphate and concentrated. The residue is purified on silica gel, with petroleum ether/ether 4:1 used as the elution agen... As a reaction SMILES: [CH3:1][CH:2]([CH2:4][CH2:5][CH2:6][C@H:7]([C@@H:9]1[C@:27]2([CH3:28])[C@H:12]([C@H:13]3[C@H:24]([CH2:25][CH2:26]2)[C@:22]2([CH3:23])[C:16]([CH2:17][C@H:18]([CH2:20][CH2:21]2)[OH:19])=[CH:15][CH2:14]3)[CH2:11][CH2:10]1)[CH3:8])[CH3:3].[C:29](O)(=[O:33])[C@H:30]([CH3:32])[OH:31].C1(C)C=CC(S(O)(=O)=O)=CC=1.O>C1(C)C=CC=CC=1>[OH:31][C@@H:30]([CH3:32])[C:29]([O:19][C@H:18]1[CH2:20][CH2:21][C@@:22]2([CH3:23])[C:16](=[CH:15][CH2:14][C@@H:13]3[C@@H:24]2[CH2:25][CH2:26][C@@:27]2([CH3:28])[C@H:12]3[CH2:11][CH2:10][C@@H:9]2[C@H:7]([CH3:8])[CH2:6][CH2:5][CH2:4][CH:2]([CH3:1])[CH3:3])[CH2:17]1)=[O:33]. The product is O[C@H](C(=O)O[C@@H]1CC2=CC[C@H]3[C@@H]4CC[C@H]([C@@H](CCCC(C)C)C)[C@]4(CC[C@@H]3[C@]2(CC1)C)C)C (cholest-5-en-3β-yl (S)-2-hydroxypropionate). Run at time 4 hour. Reactants: NCC1CC1, O=S(=O)(Nc1cccc2nc(NC3CCc4ccccc43)ccc12)c1ccc(F)cc1. The product is O=S(=O)(Nc1cccc2nc(NC3CCc4ccccc43)ccc12)c1ccc(NCC2CC2)cc1. Reaction SMILES: [CH:32]1([CH2:35][NH2:36])[CH2:33][CH2:34]1.[F:1][c:2]1[cH:3][cH:4][c:5]([S:8](=[O:9])(=[O:10])[NH:11][c:12]2[c:13]3[cH:14][cH:15][c:16]([NH:22][CH:23]4[CH2:24][CH2:25][c:26]5[cH:27][cH:28][cH:29][cH:30][c:31]54)[n:17][c:18]3[cH:19][cH:20][cH:21]2)[cH:6][cH:7]1>>[c:2]1([NH:36][CH2:35][CH:32]2[CH2:33][CH2:34]2)[cH:3][cH:4][c:5]([S:8](=[O:9])(=[O:10])[NH:11][c:12]2[c:13]3[cH:14][cH:15][c:16]([NH:22][CH:23]4[CH2:24][CH2:25][c:26]5[cH:27][cH:28][cH:29][cH:30][c:31]54)[n:17][c:18]3[cH:19][cH:20][cH:21]2)[cH:6][cH:7]1. Reaction SMILES: [C:26]([CH3:27])([CH3:28])([CH3:29])[Si:30]([O:31][CH:32]1[CH2:33][CH:34]=[C:35]([B:38]2[O:39][C:40]([CH3:41])([CH3:42])[C:43]([CH3:44])([CH3:45])[O:46]2)[CH2:36][CH2:37]1)([CH3:47])[CH3:48].[CH3:50][C:51](=[O:52])[O-:53].[CH3:55][C:56]#[N:57].[K+:49].[OH2:54].[nH:1]1[c:2]([C:10](=[O:11])[c:12]2[cH:13][cH:14][c:15]([O:18][c:19]3[n:20][cH:21][cH:22][n:23][c:24]3[Cl:25])[cH:16][cH:17]2)[n:3][c:4]2[c:5]1[cH:6][cH:7][cH:8][cH:9]2>>[nH:1]1[c:2]([C:10](=[O:11])[c:12]2[cH:13][cH:14][c:15]([O:18][c:19]3[n:20][cH:21][cH:22][n:23][c:24]3[C:35]3=[CH:34][CH2:33][CH:32]([O:31][Si:30]([C:26]([CH3:27])([CH3:28])[CH3:29])([CH3:47])[CH3:48])[CH2:37][CH2:36]3)[cH:16][cH:17]2)[n:3][c:4]2[c:5]1[cH:6][cH:7][cH:8][cH:9]2. The product is CC(C)(C)[Si](C)(C)OC1CC=C(c2nccnc2Oc2ccc(C(=O)c3nc4ccccc4[nH]3)cc2)CC1. Reactants: CC1(C)OB(C2=CCC(O[Si](C)(C)C(C)(C)C)CC2)OC1(C)C, CC(=O)[O-], CC#N, [K+], O, O=C(c1ccc(Oc2nccnc2Cl)cc1)c1nc2ccccc2[nH]1. Reactants: [N+](=O)(O)[O-] (nitric acid), S(=O)(=O)=O (sulfur trioxide), S(O)(O)(=O)=O (sulfuric acid), ClC1=C(C=C(C=C1)C(F)(F)F)[N+](=O)[O-] (4-chloro-3-nitrobenzotrifluoride). Product: ClC1=C(C=C(C=C1[N+](=O)[O-])C(F)(F)F)[N+](=O)[O-] (4-chloro-3,5-dinitrobenzotrifluoride). Reaction SMILES: [Cl:1][C:2]1[CH:7]=[CH:6][C:5]([C:8]([F:11])([F:10])[F:9])=[CH:4][C:3]=1[N+:12]([O-:14])=[O:13].[N+:15]([O-])([OH:17])=[O:16].S(=O)(=O)=O.S(=O)(=O)(O)O>>[Cl:1][C:2]1[C:7]([N+:15]([O-:17])=[O:16])=[CH:6][C:5]([C:8]([F:11])([F:10])[F:9])=[CH:4][C:3]=1[N+:12]([O-:14])=[O:13]. Procedure details: dinitrating said 4-chloro-3-nitrobenzotrifluoride organic layer with a fresh acid mixture of nitric acid, sulfur trioxide, and sulfuric acid to form 4-chloro-3,5-dinitrobenzotrifluoride product, and a partially spent acid mixture containing a portion of said product dissolved therein, said fresh acid mixture containing sufficient nitric acid to effect said nitration and to provide for said mononitration upon recycling of said partially spent acid mixture back to step (a), Starting materials: N1(CCCCC1)C(=O)C=1C=C(CNCCOC=2C=C(C=CC2)OC(C2=CC=CC=C2)=O)C=CC1 (Benzoic acid 3-{2-[3-(piperidine-1-carbonyl)-benzylamino]-ethoxy}-phenyl ester), C(C)(C)OC1=C(C=CC=C1)NCCN (N1-(2-isopropoxy-phenyl)-ethane-1,2-diamine). Product: C(C)(C)OC=1C=C(OCCNCC=2C=C(C=CC2)C(=O)N2CCCCC2)C=CC1 ((3-{[2-(3-Isopropoxy-phenoxy)-ethylamino]-methyl}-phenyl)-piperidin-1-yl-methanone). Reaction SMILES: [N:1]1([C:7]([C:9]2[CH:10]=[C:11]([CH:32]=[CH:33][CH:34]=2)[CH2:12][NH:13][CH2:14][CH2:15][O:16][C:17]2[CH:18]=[C:19]([O:23][C:24](=O)[C:25]3C=CC=CC=3)[CH:20]=[CH:21][CH:22]=2)=[O:8])[CH2:6][CH2:5][CH2:4][CH2:3][CH2:2]1.[CH:35](OC1C=CC=CC=1NCCN)(C)C>>[CH:24]([O:23][C:19]1[CH:18]=[C:17]([CH:22]=[CH:21][CH:20]=1)[O:16][CH2:15][CH2:14][NH:13][CH2:12][C:11]1[CH:10]=[C:9]([C:7]([N:1]2[CH2:2][CH2:3][CH2:4][CH2:5][CH2:6]2)=[O:8])[CH:34]=[CH:33][CH:32]=1)([CH3:35])[CH3:25]. Procedure details: Benzoic acid 3-{2-[3-(piperidine-1-carbonyl)-benzylamino]-ethoxy}-phenyl ester. The title compound was prepared as in Example 1, steps D and E, substituting benzoic acid 3-(2-amino-ethoxy)-phenyl ester for N1-(2-isopropoxy-phenyl)-ethane-1,2-diamine in step E. MS (ESI): mass calculated for C28H30N2O4, 458.22; m/z found, 459.2 [M+H]+, 481.2 [M+Na]+. The reactants are CC1(C2=CC=CC(=C2OC=2C(=CC=CC12)P(C1=CC=CC=C1)C1=CC=CC=C1)P(C1=CC=CC=C1)C1=CC=CC=C1)C (9,9-dimethyl-4,5-bis(diphenylphosphino)xanthene), ClC1=C(C=C(C(=O)OCC)C=C1)OC1=CC(=NC=C1)Cl (ethyl 4-chloro-3-(2-chloropyridin-4-yloxy)benzoate), C(N)(OC(C)(C)C)=O (tert-butyl carbamate), P(=O)([O-])([O-])[O-].[K+].[K+].[K+] (potassium phosphate). Reagents/catalysts: C=1C=CC(=CC1)/C=C/C(=O)/C=C/C2=CC=CC=C2.C=1C=CC(=CC1)/C=C/C(=O)/C=C/C2=CC=CC=C2.C=1C=CC(=CC1)/C=C/C(=O)/C=C/C2=CC=CC=C2.[Pd].[Pd] (tris(dibenzylideneacetone)dipalladium). Run in C(C)(=O)OCC (ethyl acetate), C1(=CC=CC=C1)C (toluene). Conditions: temperature 90 celsius, time 8 hour. The product is NC1=NC=CC(=C1)OC=1C=C(C(=O)OCC)C=CC1Cl (ethyl 3-(2-aminopyridin-4-yloxy)-4-chlorobenzoate). Yield: 37.5%. Reaction SMILES: [Cl:1][C:2]1[CH:12]=[CH:11][C:5]([C:6]([O:8][CH2:9][CH3:10])=[O:7])=[CH:4][C:3]=1[O:13][C:14]1[CH:19]=[CH:18][N:17]=[C:16](Cl)[CH:15]=1.C(=O)(OC(C)(C)C)[NH2:22].P([O-])([O-])([O-])=O.[K+].[K+].[K+].CC1(C)C2C=CC=C(P(C3C=CC=CC=3)C3C=CC=CC=3)C=2OC2C1=CC=CC=2P(C1C=CC=CC=1)C1C=CC=CC=1>C1C=CC(/C=C/C(/C=C/C2C=CC=CC=2)=O)=CC=1.C1C=CC(/C=C/C(/C=C/C2C=CC=CC=2)=O)=CC=1.C1C=CC(/C=C/C(/C=C/C2C=CC=CC=2)=O)=CC=1.[Pd].[Pd].C(OCC)(=O)C.C1(C)C=CC=CC=1>[NH2:22][C:16]1[CH:15]=[C:14]([O:13][C:3]2[CH:4]=[C:5]([CH:11]=[CH:12][C:2]=2[Cl:1])[C:6]([O:8][CH2:9][CH3:10])=[O:7])[CH:19]=[CH:18][N:17]=1 |f:2.3.4.5,7.8.9.10.11|. Reported procedure: A flask was charged with ethyl 4-chloro-3-(2-chloropyridin-4-yloxy)benzoate (16.347 g, 52.369 mmol), tert-butyl carbamate (18.405 g, 157.11 mmol), potassium phosphate (12.228 g, 57.606 mmol), and toluene (150 mL). The flask was degassed with nitrogen, and 9,9-dimethyl-4,5-bis(diphenylphosphino)xanthene (3.0302 g, 5.2369 mmol) and tris(dibenzylideneacetone)dipalladium (0) (2.3978 g, 2.6185 mmol) were added. The flask was degassed again, and degassed water (40 mL) was added. The reaction was heate...